From a dataset of the Open Reaction Database (ORD), a public repository of structured organic reaction records. describe an organic reaction: reactants, conditions, products, and yield The reactants are CC(C)(C)OC(=O)N1CCC2(CC=C(C#N)c3ccccc32)CC1, ClCCl, O=C(O)C(F)(F)F. Yields the product N#CC1=CCC2(CCNCC2)c2ccccc21. Reaction SMILES: [C:1](#[N:2])[C:3]1=[CH:4][CH2:5][C:6]2([c:7]3[cH:8][cH:9][cH:10][cH:11][c:12]31)[CH2:13][CH2:14][N:15]([C:18]([O:19][C:20]([CH3:21])([CH3:22])[CH3:23])=[O:24])[CH2:16][CH2:17]2.[Cl:32][CH2:33][Cl:34].[F:25][C:26]([F:27])([F:28])[C:29]([OH:30])=[O:31]>>[C:1](#[N:2])[C:3]1=[CH:4][CH2:5][C:6]2([c:7]3[cH:8][cH:9][cH:10][cH:11][c:12]31)[CH2:13][CH2:14][NH:15][CH2:16][CH2:17]2.